This data is from the Open Reaction Database (ORD), a public repository of structured organic reaction records. The task is: describe an organic reaction: reactants, conditions, products, and yield The reactants are C1=C(C=CC=2C3=CC=CC=C3CC12)C1=CC2=C([C@]3(CCC(N[C@@H]3CC2)=O)C)C=C1 ((+)-(4aR)-(10bR)-8-(2-fluorenyl)-10b-methyl-1,2,3,4,4a,5,6,10b-octahydrobenzo[f]quinolin-3-one), C(CCC)O (butanol), CC(C)([O-])C.[K+] (potassium t-butoxide), CI (Methyl iodide). Run in C(C)(=O)OCC (ethyl acetate). Run at time 4 hour. Product: CN1C(CC[C@@]2(C3=C(CC[C@@H]12)C=C(C=C3)C3=CC=1CC2=CC=CC=C2C1C=C3)C)=O ((+)-(4aR)-(10bR)-4-methyl-8-(2-fluorenyl)-10b-methyl-1,2,3,4,4a,5,6,10b-octahydrobenzo[f]quinolin-3-one). The yield is 82.0%. RXN SMILES: [CH:1]1[C:13]2[CH2:12][C:11]3[C:6](=[CH:7][CH:8]=[CH:9][CH:10]=3)[C:5]=2[CH:4]=[CH:3][C:2]=1[C:14]1[CH:29]=[CH:28][C:17]2[C@:18]3([CH3:27])[C@@H:23]([CH2:24][CH2:25][C:16]=2[CH:15]=1)[NH:22][C:21](=[O:26])[CH2:20][CH2:19]3.[CH2:30](O)CCC.CC(C)([O-])C.[K+].CI>C(OCC)(=O)C>[CH3:30][N:22]1[C@H:23]2[C@@:18]([CH3:27])([C:17]3[CH:28]=[CH:29][C:14]([C:2]4[CH:3]=[CH:4][C:5]5[C:6]6[C:11](=[CH:10][CH:9]=[CH:8][CH:7]=6)[CH2:12][C:13]=5[CH:1]=4)=[CH:15][C:16]=3[CH2:25][CH2:24]2)[CH2:19][CH2:20][C:21]1=[O:26] |f:2.3|. Procedure details: A 15 mL round bottom flask was charged with (+)-(4aR)-(10bR)-8-(2-fluorenyl)-10b-methyl-1,2,3,4,4a,5,6,10b-octahydrobenzo[f]quinolin-3-one (31 mg, 0.08 mmol), 0.2 mL of butanol, and potassium t-butoxide (27 mg, 0.24 mmol). Methyl iodide (0.015 mL, 0.24 mmol) was added and the mixture was stirred at room temperature for 4 h. The mixture was diluted with ethyl acetate, and purified by silica gel chromatography (ethyl acetate eluent) to give 26 mg (82%) of the title compound as an off-white solid. ... The reactants are S1C(=NC2=C1C=CC=C2)N=C=O (Benzothiazol-2-yl isocyanate), dimethyl acetal, CNCC=O (2-methylaminoacetaldehyde). Solvent: C1=CC=CC=C1 (benzene). Conditions: time 1 hour. Yields the product dimethyl acetal, CN(C(=O)NC=1SC2=C(N1)C=CC=C2)CC=O (2-(1-methyl-3-benzothiazol-2-ylureido)acetaldehyde). RXN SMILES: [S:1]1[C:5]2[CH:6]=[CH:7][CH:8]=[CH:9][C:4]=2[N:3]=[C:2]1[N:10]=[C:11]=[O:12].[CH3:13][NH:14][CH2:15][CH:16]=[O:17]>C1C=CC=CC=1>[CH3:13][N:14]([CH2:15][CH:16]=[O:17])[C:11]([NH:10][C:2]1[S:1][C:5]2[CH:6]=[CH:7][CH:8]=[CH:9][C:4]=2[N:3]=1)=[O:12]. Procedure details: Benzothiazol-2-yl isocyanate dimer prepared in Example 1, benzene (300 ml) and the dimethyl acetal of 2-methylaminoacetaldehyde (80 grams; 0.67 mole) are charged into a glass reaction vessel equipped with a mechanical stirrer and thermometer. The reaction mixture is stirred at room temperature for a period of about one hour. After this time the mixture is filtered to remove a yellow solid that has formed. The filtrate is then stripped of solvent under reduced pressure to yield the desired produc... Reactants: S(=O)(Cl)Cl (Thionyl chloride), [N+](=O)([O-])C=1C=C(C(C(=O)O)=CC1)O (4-nitrosalicylic acid). Solvent: C(Cl)(Cl)Cl (chloroform). Yields the product OC1=C(C(=O)Cl)C=CC(=C1)[N+](=O)[O-] (2-hydroxy-4-nitro-benzoyl chloride). Yield: 74.5%. RXN SMILES: S(Cl)([Cl:3])=O.[N+:5]([C:8]1[CH:9]=[C:10]([OH:17])[C:11](=[CH:15][CH:16]=1)[C:12](O)=[O:13])([O-:7])=[O:6]>C(Cl)(Cl)Cl>[OH:17][C:10]1[CH:9]=[C:8]([N+:5]([O-:7])=[O:6])[CH:16]=[CH:15][C:11]=1[C:12]([Cl:3])=[O:13]. Procedure details: Thionyl chloride (1.6 mL, 22 mmol) was added slowly to a solution of 4-nitrosalicylic acid (1.0 g, 5.46 mmol) in chloroform (20 mL) at 0° C. The mixture was brought to reflux and maintained for 5 h. Excess thionyl chloride was evaporated to give 2-hydroxy-4-nitro-benzoyl chloride (0.82 g, 75%). Starting materials: C[Si](CCOCN1C(=NC2=C1C=CC=C2)C=O)(C)C (1-(2-trimethylsilanyl-ethoxymethyl)-1H-benzimidazole-2-carbaldehyde), N1=C(C=CC=C1)C(C)N (1-pyridin-2-yl-ethylamine), [BH-](OC(=O)C)(OC(=O)C)OC(=O)C.[Na+] (NaBH(OAc)3). Run in C(Cl)Cl (CH2Cl2). The product is N1=C(C=CC=C1)C(C)NCC1=NC2=C(N1COCC[Si](C)(C)C)C=CC=C2 ((1-pyridin-2-yl-ethyl)-[1-(2-trimethylsilanyl-ethoxymethyl)-1H-benzimidazol-2-ylmethyl]-amine). As a reaction SMILES: [CH3:1][Si:2]([CH3:19])([CH3:18])[CH2:3][CH2:4][O:5][CH2:6][N:7]1[C:11]2[CH:12]=[CH:13][CH:14]=[CH:15][C:10]=2[N:9]=[C:8]1[CH:16]=O.[N:20]1[CH:25]=[CH:24][CH:23]=[CH:22][C:21]=1[CH:26]([NH2:28])[CH3:27].[BH-](OC(C)=O)(OC(C)=O)OC(C)=O.[Na+]>C(Cl)Cl>[N:20]1[CH:25]=[CH:24][CH:23]=[CH:22][C:21]=1[CH:26]([NH:28][CH2:16][C:8]1[N:7]([CH2:6][O:5][CH2:4][CH2:3][Si:2]([CH3:19])([CH3:18])[CH3:1])[C:11]2[CH:12]=[CH:13][CH:14]=[CH:15][C:10]=2[N:9]=1)[CH3:27] |f:2.3|. Procedure: Using General Procedure B: Reaction of 1-(2-trimethylsilanyl-ethoxymethyl)-1H-benzimidazole-2-carbaldehyde in CH2Cl2 with 1-pyridin-2-yl-ethylamine and NaBH(OAc)3 gave (1-pyridin-2-yl-ethyl)-[1-(2-trimethylsilanyl-ethoxymethyl)-1H-benzimidazol-2-ylmethyl]-amine as a pale green oil.